From a dataset of the Open Reaction Database (ORD), a public repository of structured organic reaction records. describe an organic reaction: reactants, conditions, products, and yield Starting materials: [H-].C(C(C)C)[Al+]CC(C)C (Di-isobutylaluminium hydride), ice, C1(CC=CCC1)NC1=CC=C(C#N)C=C1 (4-(cyclohex-3-enylamino)benzonitrile), CO (methanol). Run in C1(=CC=CC=C1)C (toluene). Yields the product C1(CC=CCC1)NC1=CC=C(C=O)C=C1 (4-(cyclohex-3-enylamino)benzaldehyde). Reaction SMILES: [H-].C([Al+]CC(C)C)C(C)C.[CH:11]1([NH:17][C:18]2[CH:25]=[CH:24][C:21]([C:22]#N)=[CH:20][CH:19]=2)[CH2:16][CH2:15][CH:14]=[CH:13][CH2:12]1.C[OH:27]>C1(C)C=CC=CC=1>[CH:11]1([NH:17][C:18]2[CH:25]=[CH:24][C:21]([CH:22]=[O:27])=[CH:20][CH:19]=2)[CH2:16][CH2:15][CH:14]=[CH:13][CH2:12]1 |f:0.1|. Procedure: Di-isobutylaluminium hydride (54 ml., 25% solution in toluene) is added with stirring to a solution of 12.1 g. of 4-(cyclohex-3-enylamino)benzonitrile under a nitrogen atmosphere. After addition is completed, the solution stirred for one hour. A solution of methanol in toluene (50 ml., 1:1) is added over 30 minutes and the mixture is poured into 500 ml. vigorously stirred ice-cold 50% aqueous sulfuric acid. The mixture is filtered and the organic layer separated. The aqueous solution is extracte... Starting materials: IC1=C(C=CC=C1)[N+](=O)[O-] (1-Iodo-2-nitrobenzene), C(C1=CC=CC=C1)(=O)NC1=CC=CC=C1 (benzanilide). Product: C1(=CC=CC=C1)N1C(=NC2=C1C=CC=C2)C2=CC=CC=C2 (1,2-Diphenyl-1H-benzimidazole). Yield: 70.3%. RXN SMILES: I[C:2]1[CH:7]=[CH:6][CH:5]=[CH:4][C:3]=1[N+:8]([O-])=O.[C:11]([NH:19][C:20]1[CH:25]=[CH:24][CH:23]=[CH:22][CH:21]=1)(=O)[C:12]1[CH:17]=[CH:16][CH:15]=[CH:14][CH:13]=1>>[C:3]1([N:8]2[C:21]3[CH:22]=[CH:23][CH:24]=[CH:25][C:20]=3[N:19]=[C:11]2[C:12]2[CH:17]=[CH:16][CH:15]=[CH:14][CH:13]=2)[CH:4]=[CH:5][CH:6]=[CH:7][CH:2]=1. Reported procedure: The title compound was prepared with the analogous procedure described in example 1 using 1-Iodo-2-nitrobenzene (125 mg, 0.5 mmol) and benzanilide (118 mg, 0.6 mmol) as starting materials to yield the title compound as pale yellow solid (95 mg, 70%). mp 105-107° C. 1H NMR (DMSO) δ 7.24 (d, J=7.9 Hz, 1 H), 7.35-7.62 (m, 12 H), 7.84 (d, J=7.6 Hz, 1 H); 13C NMR δ 111.0, 118.1, 123.7, 124.1, 127.5, 127.9, 128.4, 129.2, 129.3, 130.0, 130.2, 135.5, 136.2, 139.3, 151.3. HRMS (FAB): cal. for C19H15N2 [M... The reactants are O1COC2=C1C=CC(=C2)C2(CC2)C(=O)NC2=NC=C(C=C2)CC2=CC=CC=C2 (1-(benzo[d][1,3]dioxol-5-yl)-N-(5-benzylpyridin-2-yl)cyclopropanecarboxamide), O1COC2=C1C=CC(=C2)C2(CC2)C(=O)NC2=NC=C(C=C2)Br (1-(benzo[d][1,3]dioxol-5-yl)-N-(5-bromopyridin-2-yl)cyclopropanecarboxamide), [Cl-].ClC1=C(C[Zn+])C=CC=C1 ((2-chlorobenzyl)zinc(II) chloride). Yields the product O1COC2=C1C=CC(=C2)C2(CC2)C(=O)NC2=NC=C(C=C2)CC2=C(C=CC=C2)Cl (1-(Benzo[d][1,3]dioxol-5-yl)-N-(5-(2-chlorobenzyl)pyridin-2-yl)cyclopropanecarboxamide). RXN SMILES: [O:1]1[C:5]2[CH:6]=[CH:7][C:8]([C:10]3([C:13]([NH:15][C:16]4[CH:21]=[CH:20][C:19]([CH2:22][C:23]5[CH:28]=[CH:27][CH:26]=[CH:25][CH:24]=5)=[CH:18][N:17]=4)=[O:14])[CH2:12][CH2:11]3)=[CH:9][C:4]=2[O:3][CH2:2]1.O1C2C=CC(C3(C(NC4C=CC(Br)=CN=4)=O)CC3)=CC=2OC1.[Cl-].[Cl:52]C1C=CC=CC=1C[Zn+]>>[O:1]1[C:5]2[CH:6]=[CH:7][C:8]([C:10]3([C:13]([NH:15][C:16]4[CH:21]=[CH:20][C:19]([CH2:22][C:23]5[CH:28]=[CH:27][CH:26]=[CH:25][C:24]=5[Cl:52])=[CH:18][N:17]=4)=[O:14])[CH2:12][CH2:11]3)=[CH:9][C:4]=2[O:3][CH2:2]1 |f:2.3|. Reported procedure: 1-(Benzo[d][1,3]dioxol-5-yl)-N-(5-(2-chlorobenzyl)pyridin-2-yl)cyclopropanecarboxamide was synthesized using the procedure of 1-(benzo[d][1,3]dioxol-5-yl)-N-(5-benzylpyridin-2-yl)cyclopropanecarboxamide by reacting 1-(benzo[d][1,3]dioxol-5-yl)-N-(5-bromopyridin-2-yl)cyclopropanecarboxamide with (2-chlorobenzyl)zinc(II) chloride. Reactants: O=C(Cl)c1ccccc1, CCOC(C)OC1CCC(C)(OC(C)OCC)C(O)C=CC(C)C(C(C)=CC=CC(C)CC2OC2C(C)C(CC)OC(C)OCC)OC(=O)C1, C[Si](C)(C)[N-][Si](C)(C)C, CCOC(C)=O, [Li+], C1CCOC1, O. The product is CCOC(C)OC1CCC(C)(OC(C)OCC)C(OC(=O)c2ccccc2)C=CC(C)C(C(C)=CC=CC(C)CC2OC2C(C)C(CC)OC(C)OCC)OC(=O)C1. As a reaction SMILES: [C:61]([c:62]1[cH:63][cH:64][cH:65][cH:66][cH:67]1)(=[O:68])[Cl:69].[CH2:11]([CH3:12])[O:13][CH:14]([CH3:15])[O:16][CH:17]1[CH2:18][C:19](=[O:20])[O:21][CH:22]([C:39](=[CH:40][CH:41]=[CH:42][CH:43]([CH2:44][CH:45]2[CH:46]([CH:47]([CH:48]([CH2:49][CH3:50])[O:51][CH:52]([CH3:53])[O:54][CH2:55][CH3:56])[CH3:57])[O:58]2)[CH3:59])[CH3:60])[CH:23]([CH3:38])[CH:24]=[CH:25][CH:26]([OH:37])[C:27]([CH3:30])([O:31][CH:32]([CH3:33])[O:34][CH2:35][CH3:36])[CH2:28][CH2:29]1.[CH3:2][Si:3]([N-:4][Si:5]([CH3:6])([CH3:7])[CH3:8])([CH3:9])[CH3:10].[CH3:70][CH2:71][O:72][C:73](=[O:74])[CH3:75].[Li+:1].[O:76]1[CH2:77][CH2:78][CH2:79][CH2:80]1.[OH2:81]>>[CH2:11]([CH3:12])[O:13][CH:14]([CH3:15])[O:16][CH:17]1[CH2:18][C:19](=[O:20])[O:21][CH:22]([C:39](=[CH:40][CH:41]=[CH:42][CH:43]([CH2:44][CH:45]2[CH:46]([CH:47]([CH:48]([CH2:49][CH3:50])[O:51][CH:52]([CH3:53])[O:54][CH2:55][CH3:56])[CH3:57])[O:58]2)[CH3:59])[CH3:60])[CH:23]([CH3:38])[CH:24]=[CH:25][CH:26]([O:37][C:61]([c:62]2[cH:63][cH:64][cH:65][cH:66][cH:67]2)=[O:68])[C:27]([CH3:30])([O:31][CH:32]([CH3:33])[O:34][CH2:35][CH3:36])[CH2:28][CH2:29]1. Starting materials: C1CCNCC1, Cc1c(C=O)[nH]c2ccccc12, CCO, NS(=O)(=O)c1ccc2c(c1)CC(=O)N2. Yields the product Cc1c(C=C2C(=O)Nc3ccc(S(N)(=O)=O)cc32)[nH]c2ccccc12. RXN SMILES: [CH2:27]1[CH2:28][CH2:29][NH:30][CH2:31][CH2:32]1.[CH3:15][c:16]1[c:17]([CH:25]=[O:26])[nH:18][c:19]2[cH:20][cH:21][cH:22][cH:23][c:24]12.[CH3:33][CH2:34][OH:35].[NH2:1][S:2](=[O:3])(=[O:4])[c:5]1[cH:6][c:7]2[c:11]([cH:12][cH:13]1)[NH:10][C:9](=[O:14])[CH2:8]2>>[NH2:1][S:2](=[O:3])(=[O:4])[c:5]1[cH:6][c:7]2[c:11]([cH:12][cH:13]1)[NH:10][C:9](=[O:14])[C:8]2=[CH:25][c:17]1[c:16]([CH3:15])[c:24]2[c:19]([nH:18]1)[cH:20][cH:21][cH:22][cH:23]2. The reactants are COCCC(=O)O, Cl, Cl, Cl, NC1CCC(CCN2CCN(c3nccc4ccoc34)CC2)CC1. The product is COCCC(=O)NC1CCC(CCN2CCN(c3nccc4ccoc34)CC2)CC1. RXN SMILES: [CH3:28][O:29][CH2:30][CH2:31][C:32](=[O:33])[OH:34].[ClH:1].[ClH:2].[ClH:3].[o:4]1[cH:5][cH:6][c:7]2[c:8]1[c:9]([N:13]1[CH2:14][CH2:15][N:16]([CH2:19][CH2:20][CH:21]3[CH2:22][CH2:23][CH:24]([NH2:27])[CH2:25][CH2:26]3)[CH2:17][CH2:18]1)[n:10][cH:11][cH:12]2>>[o:4]1[cH:5][cH:6][c:7]2[c:8]1[c:9]([N:13]1[CH2:14][CH2:15][N:16]([CH2:19][CH2:20][CH:21]3[CH2:22][CH2:23][CH:24]([NH:27][C:32]([CH2:31][CH2:30][O:29][CH3:28])=[O:33])[CH2:25][CH2:26]3)[CH2:17][CH2:18]1)[n:10][cH:11][cH:12]2. Reactants: Cl (hydrochloric acid), [H-].[Na+] (sodium hydride), ice water, OCCCS(=O)(=O)N (3-hydroxy-1-propanesulfonamide), ClC=1C=CC=2N(N1)N=CN2 (6-chloro[1,2,4]triazolo[1,5-b]pyridazine), [Cl-].[Na+] (sodium chloride). Solvent: CN(C=O)C (dimethylformamide). Run at time 30 minute. Yields the product S(N)(=O)(=O)CCCOC=1C=CC=2N(N1)N=CN2 (6-(3-sulfamoyl-1-propoxy)[1,2,4]triazolo[1,5-b]pyridazine). The yield is 52.5%. Reaction SMILES: [H-].[Na+].[OH:3][CH2:4][CH2:5][CH2:6][S:7]([NH2:10])(=[O:9])=[O:8].Cl[C:12]1[CH:13]=[CH:14][C:15]2[N:16]([N:18]=[CH:19][N:20]=2)[N:17]=1.Cl.[Cl-].[Na+]>CN(C)C=O>[S:7]([CH2:6][CH2:5][CH2:4][O:3][C:12]1[CH:13]=[CH:14][C:15]2[N:16]([N:18]=[CH:19][N:20]=2)[N:17]=1)(=[O:9])(=[O:8])[NH2:10] |f:0.1,5.6|. Reported procedure: In 12 ml of dimethylformamide was suspended 0.48 g of 60% sodium hydride in oil followed by addition of 0.835 g of 3-hydroxy-1-propanesulfonamide and the mixture was stirred under reduced pressure at room temperature for 30 minutes. Then, 0.928 g of 6-chloro[1,2,4]triazolo[1,5-b]pyridazine was added and the mixture was further stirred at room temperature for 18 hours. Following addition of 40 ml of ice water, the reaction mixture was adjusted to pH6 with 1N-hydrochloric acid then saturated with ... Starting materials: ( 4 ), N (ammonia), N(=C=S)C1=CC(=C(C=C1)N1N=C(N=C1)C)OC (1-(4-isothiocyanato-2-methoxyphenyl)-3-methyl-1H-1,2,4-triazole). Conditions: time 10 minute. Yields the product COC=1C=C(C=CC1N1N=C(N=C1)C)NC(=S)N (1-(3-methoxy-4-(3-methyl-1H-1,2,4-triazol-1-yl)phenyl)thiourea). The yield is 87.0%. RXN SMILES: [NH3:1].[N:2]([C:5]1[CH:10]=[CH:9][C:8]([N:11]2[CH:15]=[N:14][C:13]([CH3:16])=[N:12]2)=[C:7]([O:17][CH3:18])[CH:6]=1)=[C:3]=[S:4]>>[CH3:18][O:17][C:7]1[CH:6]=[C:5]([NH:2][C:3]([NH2:1])=[S:4])[CH:10]=[CH:9][C:8]=1[N:11]1[CH:15]=[N:14][C:13]([CH3:16])=[N:12]1. Procedure details: Step F (4): Methanolic ammonia (1.0 M, 100 mL, 100 mmol) was added to a flask charged with 1-(4-isothiocyanato-2-methoxyphenyl)-3-methyl-1H-1,2,4-triazole (3.91 g, 15.88 mmol) in a ice-water bath. After the addition was complete, the resulting slurry was stirred for 10 min and then allowed to warm to rt. After 24 h, the reaction mixture was concentrated to dryness in vacuo to afford 1-(3-methoxy-4-(3-methyl-1H-1,2,4-triazol-1-yl)phenyl)thiourea (4.18 g, 13.81 mmol, 87% yield) as a white solid. L... Reactants: O=Cc1cc(Br)cs1, CCOC(C)=O, N#C[Cu]C#N, CN(C)C=O. Yields the product N#Cc1csc(C=O)c1. As a reaction SMILES: [Br:1][c:2]1[cH:3][c:4]([CH:7]=[O:8])[s:5][cH:6]1.[CH3:14][CH2:15][O:16][C:17](=[O:18])[CH3:19].[Cu:9]([C:10]#[N:11])[C:12]#[N:13].[O:20]=[CH:21][N:22]([CH3:23])[CH3:24]>>[c:2]1([C:10]#[N:11])[cH:3][c:4]([CH:7]=[O:8])[s:5][cH:6]1. Starting materials: CCOC(=O)c1csc(C(C)C)n1, CC(C)C[AlH]CC(C)C, ClCCl, O=C(O)CC(O)(CC(=O)O)C(=O)O. Product: CC(C)c1nc(C=O)cs1. RXN SMILES: [CH2:1]([O:3][C:4](=[O:2])[c:6]1[n:7][c:8]([CH:11]([CH3:12])[CH3:13])[s:9][cH:10]1)[CH3:5].[CH3:14][CH:15]([CH2:16][AlH:17][CH2:18][CH:19]([CH3:20])[CH3:21])[CH3:22].[Cl:36][CH2:37][Cl:38].[OH:23][C:24]([CH2:25][C:26]([C:27](=[O:28])[OH:29])([CH2:30][C:31](=[O:32])[OH:33])[OH:34])=[O:35]>>[O:3]=[CH:4][c:6]1[n:7][c:8]([CH:11]([CH3:12])[CH3:13])[s:9][cH:10]1.